The task is: describe an organic reaction: reactants, conditions, products, and yield. This data is from the Open Reaction Database (ORD), a public repository of structured organic reaction records. The reactants are IC=1C(=C(C=O)C=CC1)O (3-iodo-2-hydroxy-benzaldehyde), C([O-])([O-])=O.[Cs+].[Cs+] (cesium carbonate), CI (methyl iodide). The solvent is CCOCC (ether), CC(=O)N(C)C (DMA). Conditions: time 4.75 hour. Product: IC=1C(=C(C=O)C=CC1)OC (3-iodo-2-methoxy-benzaldehyde). RXN SMILES: [I:1][C:2]1[C:3]([OH:10])=[C:4]([CH:7]=[CH:8][CH:9]=1)[CH:5]=[O:6].[C:11](=O)([O-])[O-].[Cs+].[Cs+].CI>CC(N(C)C)=O.CCOCC>[I:1][C:2]1[C:3]([O:10][CH3:11])=[C:4]([CH:7]=[CH:8][CH:9]=1)[CH:5]=[O:6] |f:1.2.3|. Reported procedure: To a solution of 3-iodo-2-hydroxy-benzaldehyde (4.0 g, 16.06 mmol) in DMA (32 mL) was added cesium carbonate (5.85 g, 18 mmol) followed by methyl iodide (1.12 mL, 18 mmol). The resulting mixture was stirred for 4.75 hours then diluted with ether, washed with water, dried over magnesium sulfate and concentrated. The residue was purified by silica chromatography (50 g silica; eluted with 0-20% ethyl acetate in hexanes) to give the title compound as an oil. The reactants are ClC=1C=CC(=C(C1)C1=NN(C=C1NC(=O)C=1C=NN2C1N=CC=C2)CC(=O)N2C[C@@H]1CNC[C@@H]1C2)OC(F)F (cis-pyrazolo[1,5-a]pyrimidine-3-carboxylic acid {3-(5-chloro-2-difluoromethoxyphenyl)-1-[2-(hexahydropyrrolo[3,4-c]pyrrol-2-yl)-2-oxoethyl]-1H-pyrazol-4-yl}amide), C([O-])([O-])=O.[K+].[K+] (potassium carbonate), BrCC (bromoethane). The solvent is C(C)#N (acetonitrile). Run at temperature 50 celsius. The product is Cl.ClC=1C=CC(=C(C1)C1=NN(C=C1NC(=O)C=1C=NN2C1N=CC=C2)CC(=O)N2C[C@@H]1CN(C[C@@H]1C2)CC)OC(F)F (Cis pyrazolo[1,5-a]pyrimidine-3-carboxylic acid {3-(5-chloro-2-difluoromethoxyphenyl)-1-[2-(5ethyl-hexahydro-pyrrolo[3,4-c]pyrrol-2-yl)-2-oxoethyl]-1H-pyrazol-4-yl}amide hydrochloride). As a reaction SMILES: [Cl:1][C:2]1[CH:3]=[CH:4][C:5]([O:36][CH:37]([F:39])[F:38])=[C:6]([C:8]2[C:12]([NH:13][C:14]([C:16]3[CH:17]=[N:18][N:19]4[CH:24]=[CH:23][CH:22]=[N:21][C:20]=34)=[O:15])=[CH:11][N:10]([CH2:25][C:26]([N:28]3[CH2:35][C@@H:34]4[C@@H:30]([CH2:31][NH:32][CH2:33]4)[CH2:29]3)=[O:27])[N:9]=2)[CH:7]=1.C(=O)([O-])[O-].[K+].[K+].Br[CH2:47][CH3:48]>C(#N)C>[ClH:1].[Cl:1][C:2]1[CH:3]=[CH:4][C:5]([O:36][CH:37]([F:39])[F:38])=[C:6]([C:8]2[C:12]([NH:13][C:14]([C:16]3[CH:17]=[N:18][N:19]4[CH:24]=[CH:23][CH:22]=[N:21][C:20]=34)=[O:15])=[CH:11][N:10]([CH2:25][C:26]([N:28]3[CH2:29][C@@H:30]4[C@@H:34]([CH2:33][N:32]([CH2:47][CH3:48])[CH2:31]4)[CH2:35]3)=[O:27])[N:9]=2)[CH:7]=1 |f:1.2.3,6.7|. Procedure details: To a solution of cis-pyrazolo[1,5-a]pyrimidine-3-carboxylic acid {3-(5-chloro-2-difluoromethoxyphenyl)-1-[2-(hexahydropyrrolo[3,4-c]pyrrol-2-yl)-2-oxoethyl]-1H-pyrazol-4-yl}amide (100 mg, 0.18 mmol) in acetonitrile (4 mL) was added potassium carbonate (37 mg, 0.27 mmol) and bromoethane (20 μL, 0.27 mmol). The reaction was heated at 50° C. for 2 hours and then allowed to cool to room temperature. The mixture was applied directly to an SCX-2 cartridge. Elution with 2M ammonia in MeOH gave the desi... Starting materials: FC1=CC=C(C=C1)CCO (2-(4-fluoro-phenyl)-ethanol), ICC(=O)OCC (ethyl iodoacetate), C(C)(C)(C)C1=NC(=CC=C1)C(C)(C)C (2,6-di-tert-butylpyridin). Reagents/catalysts: FC(S(=O)(=O)[O-])(F)F.[Ag+] (silver trifluoromethanesulfonate). Yields the product C(C)OC(COCCC1=CC=C(C=C1)F)=O ([2-(4-fluoro-phenyl)-ethoxy]-acetic acid ethyl ester). RXN SMILES: [F:1][C:2]1[CH:7]=[CH:6][C:5]([CH2:8][CH2:9][OH:10])=[CH:4][CH:3]=1.I[CH2:12][C:13]([O:15][CH2:16][CH3:17])=[O:14].C(C1C=CC=C(C(C)(C)C)N=1)(C)(C)C>FC(F)(F)S([O-])(=O)=O.[Ag+]>[CH2:16]([O:15][C:13](=[O:14])[CH2:12][O:10][CH2:9][CH2:8][C:5]1[CH:6]=[CH:7][C:2]([F:1])=[CH:3][CH:4]=1)[CH3:17] |f:3.4|. Reported procedure: In analogy to the procedure described in example 78.1, 2-(4-fluoro-phenyl)-ethanol was reacted with ethyl iodoacetate in the presence of silver trifluoromethanesulfonate and 2,6-di-tert-butylpyridin to give [2-(4-fluoro-phenyl)-ethoxy]-acetic acid ethyl ester as colorless liquid. 1H NMR (CDCl3): 1.28 (t, J=7.2 Hz, 3H), 2.92 (t, J=7.0 Hz, 2H), 3.73 (t, J=7.0 Hz, 2H), 4.07 (s, 2H), 4.22 (q, J=7.2 Hz, 2H), 6.97 (m, 2H), 7.21 (m, 2H). Reactants: CC(=O)O[BH-](OC(C)=O)OC(C)=O, CC(=O)C(C)Oc1ccc2[nH]c(C)c(C(=O)OCc3ccccc3)c2c1, C1CCNC1, CC(Cl)Cl, [Na+], [Na+], [OH-]. Yields the product Cc1[nH]c2ccc(OC(C)C(C)N3CCCC3)cc2c1C(=O)OCc1ccccc1. RXN SMILES: [C:32]([O:33][BH-:34]([O:35][C:36](=[O:37])[CH3:38])[O:39][C:40](=[O:41])[CH3:42])(=[O:43])[CH3:44].[CH2:1]([c:2]1[cH:3][cH:4][cH:5][cH:6][cH:7]1)[O:8][C:9](=[O:10])[c:11]1[c:12]([CH3:26])[nH:13][c:14]2[cH:15][cH:16][c:17]([O:20][CH:21]([C:22]([CH3:23])=[O:24])[CH3:25])[cH:18][c:19]12.[CH2:27]1[CH2:28][CH2:29][NH:30][CH2:31]1.[Cl:48][CH:49]([Cl:50])[CH3:51].[Na+:45].[Na+:47].[OH-:46]>>[CH2:1]([c:2]1[cH:3][cH:4][cH:5][cH:6][cH:7]1)[O:8][C:9](=[O:10])[c:11]1[c:12]([CH3:26])[nH:13][c:14]2[cH:15][cH:16][c:17]([O:20][CH:21]([CH:22]([CH3:23])[N:30]3[CH2:29][CH2:28][CH2:27][CH2:31]3)[CH3:25])[cH:18][c:19]12. The reactants are solution, C(CCC)[Li] (n-butyllithium), hexanes, BrC1=C(N)C(=CC(=C1)C(F)(F)F)Br (2,6-Dibromo-4-(trifluoromethyl)aniline), CN(C)C=O (DMF). Run in C1CCOC1 (THF), C1CCOC1 (THF). Reaction conditions: temperature -78 celsius, time 1 hour. Yields the product NC1=C(C=O)C=C(C=C1Br)C(F)(F)F (2-Amino-3-bromo-5-(trifluoromethyl)benzaldehyde). Yield: 64.9%. As a reaction SMILES: Br[C:2]1[CH:8]=[C:7]([C:9]([F:12])([F:11])[F:10])[CH:6]=[C:5]([Br:13])[C:3]=1[NH2:4].C([Li])CCC.CN([CH:22]=[O:23])C>C1COCC1>[NH2:4][C:3]1[C:5]([Br:13])=[CH:6][C:7]([C:9]([F:12])([F:11])[F:10])=[CH:8][C:2]=1[CH:22]=[O:23]. Reported procedure: 2,6-Dibromo-4-(trifluoromethyl)aniline (3.19 g, 10.0 mmol, 1.00 eq) was dissolved in THF (50 mL) and cooled to −78° C. A 2.5 M solution of n-butyllithium in hexanes (8.40 mL, 21.0 mmol, 2.10 eq) was added dropwise over 15 min. The mixture was stirred at −78° C. for 1 h. A solution of DMF (1.03 mL, 14.0 mmol, 1.40 eq) in THF (5 mL) was added, and the mixture was stirred an additional 1 h at −78° C. The reaction was allowed to come to −15° C. over 30 min and then quenched with brine. The mixture w... The reactants are NaHCO3(sat), C(C)(C)(C)OC(=O)NC(CC(=O)O)C1=CSC=C1 (3-(tert-butoxycarbonylamino)-3-(thiophen-3-yl)propanoic acid), C(CCl)Cl (EDC), NC=1C=C2C=CN=CC2=CC1 (6-aminoisoquinoline). Reagents/catalysts: CN(C)C=1C=CN=CC1 (DMAP). The solvent is N1=CC=CC=C1 (pyridine). Reaction conditions: time 10 hour. Yields the product C1=NC=CC2=CC(=CC=C12)NC(CC(C1=CSC=C1)NC(OC(C)(C)C)=O)=O (tert-butyl 3-(isoquinolin-6-ylamino)-3-oxo-1-(thiophen-3-yl)propylcarbamate). Reaction SMILES: [C:1]([O:5][C:6]([NH:8][CH:9]([C:14]1[CH:18]=[CH:17][S:16][CH:15]=1)[CH2:10][C:11]([OH:13])=O)=[O:7])([CH3:4])([CH3:3])[CH3:2].C(Cl)CCl.[NH2:23][C:24]1[CH:25]=[C:26]2[C:31](=[CH:32][CH:33]=1)[CH:30]=[N:29][CH:28]=[CH:27]2>N1C=CC=CC=1.CN(C1C=CN=CC=1)C>[CH:30]1[C:31]2[C:26](=[CH:25][C:24]([NH:23][C:11](=[O:13])[CH2:10][CH:9]([NH:8][C:6](=[O:7])[O:5][C:1]([CH3:2])([CH3:3])[CH3:4])[C:14]3[CH:18]=[CH:17][S:16][CH:15]=3)=[CH:33][CH:32]=2)[CH:27]=[CH:28][N:29]=1. Procedure: To 3-(tert-butyoxcarbonylamino)-3-(thiophen-3-yl)propanoic acid (E4) in pyridine was added EDC, DMAP, and 6-aminoisoquinoline. The solution was stirred for 10 hours at room temperature. The mixture was poured into NaHCO3(sat) and extracted with EtOAc, dried (Na2SO4), filtered, and evaporated. Column chromatography (SiO2, 5% MeOH/CH2Cl2) gave pure tert-butyl 3-(isoquinolin-6-ylamino)-3-oxo-1-(thiophen-3-yl)propylcarbamate (E5).